This data is from the Open Reaction Database (ORD), a public repository of structured organic reaction records. The task is: describe an organic reaction: reactants, conditions, products, and yield The reactants are BrC=1C(=NN(C1CCCC)C(C)(C)C)C#N (4-Bromo-5-butyl-1-tert-butyl-1H-pyrazole-3-carbonitrile), CC(C(=O)NC1=C(C=CC=C1)B(O)O)(C)C (2-[(2,2-dimethylpropanoyl)amino]phenylboronic acid), C(CC)O (1-propanol), C([O-])([O-])=O.[Na+].[Na+] (sodium carbonate). Reagents/catalysts: C(C)(=O)[O-].[Pd+2].C(C)(=O)[O-] (palladium (II) acetate), C1(=CC=CC=C1)P(C1=CC=CC=C1)C1=CC=CC=C1 (triphenylphosphine). Run in O (water). Product: C(CCC)C1=C(C(=NN1C(C)(C)C)C#N)C1=C(C=CC=C1)NC(C(C)(C)C)=O (N-[2-(5-butyl-1-tert-butyl-3-cyano-1H-pyrazol-4-yl)phenyl]-2,2-dimethylpropanamide). The yield is 40.4%. As a reaction SMILES: Br[C:2]1[C:3]([C:15]#[N:16])=[N:4][N:5]([C:11]([CH3:14])([CH3:13])[CH3:12])[C:6]=1[CH2:7][CH2:8][CH2:9][CH3:10].[CH3:17][C:18]([CH3:32])([CH3:31])[C:19]([NH:21][C:22]1[CH:27]=[CH:26][CH:25]=[CH:24][C:23]=1B(O)O)=[O:20].C(O)CC.C(=O)([O-])[O-].[Na+].[Na+]>C([O-])(=O)C.[Pd+2].C([O-])(=O)C.C1(P(C2C=CC=CC=2)C2C=CC=CC=2)C=CC=CC=1.O>[CH2:7]([C:6]1[N:5]([C:11]([CH3:14])([CH3:13])[CH3:12])[N:4]=[C:3]([C:15]#[N:16])[C:2]=1[C:23]1[CH:24]=[CH:25][CH:26]=[CH:27][C:22]=1[NH:21][C:19](=[O:20])[C:18]([CH3:31])([CH3:17])[CH3:32])[CH2:8][CH2:9][CH3:10] |f:3.4.5,6.7.8|. Procedure: 4-Bromo-5-butyl-1-tert-butyl-1H-pyrazole-3-carbonitrile (3.0 g, 10.6 mmol) was treated with triphenylphosphine (0.085 g, 0.32 mmol), 2-[(2,2-dimethylpropanoyl)amino]phenylboronic acid (prepared as described in Part G of Example 23, 2.41 g, 15.8 mmol), 1-propanol (22 mL), palladium (II) acetate (0.024 g, 0.11 mmol), 2 M aqueous sodium carbonate (6.5 mL, 13.0 mmol), and water (4.4 mL) according to the general procedure described in Examples 37-39. The crude product was purified by chromatography o... Reactants: C([O-])([O-])=O.[Cs+].[Cs+] (cesium carbonate), Cl (hydrochloric acid), BrC1=CC=CC(=N1)C(NC1=CC=CC=C1)P(OC1=CC=CC=C1)(OC1=CC=CC=C1)=O (diphenyl (6-bromopyridin-2-yl)(phenylamino)methylphosphonate), CC1=CC(=CC2=CN(N=C12)COCC[Si](C)(C)C)C=O (7-methyl-2-((2-(trimethylsilyl)ethoxy)methyl)-2H-indazole-5-carbaldehyde). The solvent is C(C)(C)O (isopropanol), O1CCCC1 (tetrahydrofuran). Reaction conditions: time 16.5 hour. Product: BrC1=CC=CC(=N1)C(CC1=CC2=CN(N=C2C(=C1)C)COCC[Si](C)(C)C)=O (1-(6-Bromopyridin-2-yl)-2-(7-methyl-2-((2-(trimethylsilyl)ethoxy)methyl)-2H-indazol-5-yl)ethanone). Reaction SMILES: [C:1](=[O:4])([O-])[O-].[Cs+].[Cs+].[Br:7][C:8]1[N:13]=[C:12](C(P(=O)(OC2C=CC=CC=2)OC2C=CC=CC=2)NC2C=CC=CC=2)[CH:11]=[CH:10][CH:9]=1.[CH3:38][C:39]1[C:47]2[C:43](=[CH:44][N:45]([CH2:48][O:49][CH2:50][CH2:51][Si:52]([CH3:55])([CH3:54])[CH3:53])[N:46]=2)[CH:42]=[C:41]([CH:56]=O)[CH:40]=1.Cl>C(O)(C)C.O1CCCC1>[Br:7][C:8]1[N:13]=[C:12]([C:1](=[O:4])[CH2:56][C:41]2[CH:40]=[C:39]([CH3:38])[C:47]3[C:43](=[CH:44][N:45]([CH2:48][O:49][CH2:50][CH2:51][Si:52]([CH3:55])([CH3:54])[CH3:53])[N:46]=3)[CH:42]=2)[CH:11]=[CH:10][CH:9]=1 |f:0.1.2|. Procedure details: To an oven-dried flask under nitrogen was charged with cesium carbonate (1.98 g, 6.09 mmol, 1.3 equiv, dried at 150° C. under high vacuum for 16 h) followed by diphenyl (6-bromopyridin-2-yl)(phenylamino)methylphosphonate (2.32 g, 4.68 mmol) and 7-methyl-2-((2-(trimethylsilyl)ethoxy)methyl)-2H-indazole-5-carbaldehyde (1.36 g, 4.68 mmol). Anhydrous tetrahydrofuran (9.6 mL) was introduced followed by anhydrous isopropanol (2.4 mL) via syringe under nitrogen. The yellow suspension was stirred at roo... Reactants: CCOC(=O)C (EtOAc), COC1=CC2=C(N=C(O2)C=2C=CC(=NC2)N)C=C1 (5-(6-methoxy-1,3-benzoxazol-2-yl)pyridin-2-amine), C(=O)(O)[O-].[Na+] (NaHCO3), B(Br)(Br)Br (boron tribromide), ice. The solvent is C(Cl)Cl (CH2Cl2), C(Cl)Cl (CH2Cl2), O (water), C(Cl)Cl (CH2Cl2). Product: NC1=CC=C(C=N1)C=1OC2=C(N1)C=CC(=C2)O (2-(6-aminopyridin-3-yl)-1,3-benzoxazol-6-ol). The yield is 116.9%. RXN SMILES: C[O:2][C:3]1[CH:18]=[CH:17][C:6]2[N:7]=[C:8]([C:10]3[CH:11]=[CH:12][C:13]([NH2:16])=[N:14][CH:15]=3)[O:9][C:5]=2[CH:4]=1.B(Br)(Br)Br.CCOC(C)=O.C([O-])(O)=O.[Na+]>C(Cl)Cl.O>[NH2:16][C:13]1[N:14]=[CH:15][C:10]([C:8]2[O:9][C:5]3[CH:4]=[C:3]([OH:2])[CH:18]=[CH:17][C:6]=3[N:7]=2)=[CH:11][CH:12]=1 |f:3.4|. Procedure: To a stirred and cooled (ice bath) solution of 5-(6-methoxy-1,3-benzoxazol-2-yl)pyridin-2-amine (2.07 mmol) in CH2Cl2 (50 mL) was slowly added boron tribromide 1M in CH2Cl2 (4.15 mL) from a pressure equalized dropping funnel. After full addition the reaction mixture was stirred 5 mins in the ice bath, before it was allowed to reach room temperature and then stirred at room temperature overnight. The reaction mixture was cooled (ice bath) and diluted with CH2Cl2 (100 mL), followed by EtOAc (100 m... Reported procedure: A stirred suspension of 600 mg (1.23 mmol) 1-benzoyl-3-(3-iodo-5-methoxy-2-phenyl-pyridin-4-yl)-thiourea, 23 mg (0.12 mmol)-copper(I) iodide, 44 mg (0.25 mmol) 1,10-phenanthroline and 799 mg (2.45 mmol) cesium carbonate in 4 ml toluene was heated at 130° C. for 2×5 min in a microwave oven. The resulting mixture was then cooled to room temperature and diluted with tetrahydrofuran, stirred and filtered. The filter cake was washed with tetrahydrofuran and the combined filtrate and washings were con... Product: COC=1C2=C(C(=NC1)C1=CC=CC=C1)SC(=N2)NC(C2=CC=CC=C2)=O (N-(7-methoxy-4-phenyl-thiazolo[5,4-c]pyridin-2-yl)-benzamide). The solvent is O1CCCC1 (tetrahydrofuran), C1(=CC=CC=C1)C (toluene). The reactants are C(C1=CC=CC=C1)(=O)NC(=S)NC1=C(C(=NC=C1OC)C1=CC=CC=C1)I (1-benzoyl-3-(3-iodo-5-methoxy-2-phenyl-pyridin-4-yl)-thiourea), N1=CC=CC2=CC=C3C=CC=NC3=C12 (1,10-phenanthroline), C([O-])([O-])=O.[Cs+].[Cs+] (cesium carbonate). Reagents/catalysts: [Cu]I (copper(I) iodide). Run at temperature 130 celsius. RXN SMILES: [C:1]([NH:9][C:10]([NH:12][C:13]1[C:18]([O:19][CH3:20])=[CH:17][N:16]=[C:15]([C:21]2[CH:26]=[CH:25][CH:24]=[CH:23][CH:22]=2)[C:14]=1I)=[S:11])(=[O:8])[C:2]1[CH:7]=[CH:6][CH:5]=[CH:4][CH:3]=1.N1C2C(=CC=C3C=2N=CC=C3)C=CC=1.C(=O)([O-])[O-].[Cs+].[Cs+]>C1(C)C=CC=CC=1.O1CCCC1.[Cu]I>[CH3:20][O:19][C:18]1[C:13]2[N:12]=[C:10]([NH:9][C:1](=[O:8])[C:2]3[CH:7]=[CH:6][CH:5]=[CH:4][CH:3]=3)[S:11][C:14]=2[C:15]([C:21]2[CH:26]=[CH:25][CH:24]=[CH:23][CH:22]=2)=[N:16][CH:17]=1 |f:2.3.4|. Yield: 81.2%.